This data is from the Open Reaction Database (ORD), a public repository of structured organic reaction records. The task is: describe an organic reaction: reactants, conditions, products, and yield Starting materials: BrC12CC3(CC(CC(C1)(C3)C31CC4(CC(CC(C3)(C4)Br)(C1)C)C)(C2)C)C (7,7′-dibromo-3,3′,5,5′-tetramethyl-1,1′-biadamantane), BrC1=CC(=CC=C1)Br (1,3-dibromo benzene), [Br-].[Al+3].[Br-].[Br-] (aluminum bromide). Run in Cl (hydrochloric acid). The product is BrC=1C=C(C=C(C1)Br)C12CC3(CC(CC(C1)(C3)C31CC4(CC(CC(C3)(C4)C4=CC(=CC(=C4)Br)Br)(C1)C)C)(C2)C)C (7,7′-bis(3,5-dibromophenyl)-3,3′,5,5′-tetramethyl-1,1′-biadamantane). Isolated yield 180.0%. As a reaction SMILES: Br[C:2]12[CH2:24][C:6]3([CH3:25])[CH2:7][C:8]([C:11]45[CH2:21][C:15]6([CH3:22])[CH2:16][C:17](Br)([CH2:19][C:13]([CH3:23])([CH2:14]6)[CH2:12]4)[CH2:18]5)([CH2:10][C:4]([CH3:26])([CH2:5]3)[CH2:3]1)[CH2:9]2.Br[C:28]1[CH:33]=[CH:32][CH:31]=[C:30]([Br:34])[CH:29]=1.[Br-:35].[Al+3].[Br-:37].[Br-:38]>Cl>[Br:35][C:2]1[CH:3]=[C:4]([C:2]23[CH2:3][C:4]4([CH3:26])[CH2:10][C:8]([C:11]56[CH2:21][C:15]7([CH3:22])[CH2:16][C:17]([C:28]8[CH:33]=[C:32]([Br:38])[CH:31]=[C:30]([Br:34])[CH:29]=8)([CH2:19][C:13]([CH3:23])([CH2:14]7)[CH2:12]5)[CH2:18]6)([CH2:7][C:6]([CH3:25])([CH2:5]4)[CH2:24]2)[CH2:9]3)[CH:5]=[C:6]([Br:37])[CH:24]=1 |f:2.3.4.5|. Procedure details: A 3-liter recovery flask was charged with the above synthesized 7,7′-dibromo-3,3′,5,5′-tetramethyl-1,1′-biadamantane 48.4 g (100 mmol), 1,3-dibromo benzene 1180 g (500 mmol), and a stirrer. While stirring under a nitrogen flow at room temperature, aluminum bromide (III) 26.7 g (100 mmol) was added little by little. After the end of addition, the solution was stirred at 50° C. for 7 hours. The reaction solution was charged into a 1 mol/liter hydrochloric acid solution 2 liter, the aqueous phase w... Reactants: CC(=O)O, ClI, COc1ccc2nc(-c3ccc(N)cc3)sc2c1. Yields the product COc1ccc2nc(-c3ccc(N)c(I)c3)sc2c1. RXN SMILES: [CH3:21][C:22](=[O:23])[OH:24].[I:19][Cl:20].[NH2:1][c:2]1[cH:3][cH:4][c:5](-[c:8]2[s:9][c:10]3[c:11]([n:12]2)[cH:13][cH:14][c:15]([O:17][CH3:18])[cH:16]3)[cH:6][cH:7]1>>[NH2:1][c:2]1[cH:3][cH:4][c:5](-[c:8]2[s:9][c:10]3[c:11]([n:12]2)[cH:13][cH:14][c:15]([O:17][CH3:18])[cH:16]3)[cH:6][c:7]1[I:19]. Starting materials: C(C1=CC=CC=C1)OC=1C=C(C(=O)OC)C=C(C1C)C=1C=CC2=C(C(=C(O2)C2=CC=C(C=C2)F)C(NC)=O)C1 (methyl 3-(benzyloxy)-5-(2-(4-fluorophenyl)-3-(methylcarbamoyl)benzofuran-5-yl)-4-methylbenzoate), [OH-].[Na+] (NaOH), Cl (HCl). Run in ice water, CO.C1CCOC1 (MeOH THF). Reaction conditions: temperature 60 celsius. The product is C(C1=CC=CC=C1)OC=1C=C(C(=O)O)C=C(C1C)C=1C=CC2=C(C(=C(O2)C2=CC=C(C=C2)F)C(NC)=O)C1 (3-(Benzyloxy)-5-(2-(4-fluorophenyl)-3-(methylcarbamoyl)benzofuran-5-yl)-4-methylbenzoic acid). As a reaction SMILES: [CH2:1]([O:8][C:9]1[CH:10]=[C:11]([CH:16]=[C:17]([C:20]2[CH:21]=[CH:22][C:23]3[O:27][C:26]([C:28]4[CH:33]=[CH:32][C:31]([F:34])=[CH:30][CH:29]=4)=[C:25]([C:35](=[O:38])[NH:36][CH3:37])[C:24]=3[CH:39]=2)[C:18]=1[CH3:19])[C:12]([O:14]C)=[O:13])[C:2]1[CH:7]=[CH:6][CH:5]=[CH:4][CH:3]=1.[OH-].[Na+].Cl>CO.C1COCC1>[CH2:1]([O:8][C:9]1[CH:10]=[C:11]([CH:16]=[C:17]([C:20]2[CH:21]=[CH:22][C:23]3[O:27][C:26]([C:28]4[CH:29]=[CH:30][C:31]([F:34])=[CH:32][CH:33]=4)=[C:25]([C:35](=[O:38])[NH:36][CH3:37])[C:24]=3[CH:39]=2)[C:18]=1[CH3:19])[C:12]([OH:14])=[O:13])[C:2]1[CH:3]=[CH:4][CH:5]=[CH:6][CH:7]=1 |f:1.2,4.5|. Procedure: To a mixture of methyl 3-(benzyloxy)-5-(2-(4-fluorophenyl)-3-(methylcarbamoyl)benzofuran-5-yl)-4-methylbenzoate (0.3 g, 0.57 mmol, 1 eq) in a 1:1 mixture of MeOH/THF at ambient temperature was added 5 eq. of NaOH, and the resulting mixture was heated to 60° C. for 5 h. The mixture was cooled to ambient temperature and then cooled in ice-water bath. The reaction mixture was acidified with 1.5 N HCl and then concentrated. The mixture with white precipitates was diluted with water and filtered to g... Starting materials: C(C)(C)(C)OC(=O)N1CC2=NNC(=C2C1)N (3-amino-2,6-dihydro-4H-pyrrolo[3,4-c]pyrazole-5-carboxylic acid tert-butyl ester), C(C)OC(C(C(OCC)OCC)C)OCC (1,1,3,3-tetraethoxy-2-methylpropane). Run in CC(=O)O (AcOH), O (water). Conditions: temperature 50 celsius, time 20 hour. The product is C(C)(C)(C)OC(=O)N1CC=2C(=C3N=CC(=CN3N2)C)C1 (6-methyl-1H,3H-2,4,7a,8-tetraaza-cyclopenta[a]indene-2-carboxylic acid tert-butyl ester). The yield is 57.2%. Reaction SMILES: [C:1]([O:5][C:6]([N:8]1[CH2:15][C:14]2[C:10](=[N:11][NH:12][C:13]=2[NH2:16])[CH2:9]1)=[O:7])([CH3:4])([CH3:3])[CH3:2].C(O[CH:20](OCC)[CH:21]([CH3:29])[CH:22](OCC)OCC)C>CC(O)=O.O>[C:1]([O:5][C:6]([N:8]1[CH2:15][C:14]2=[C:13]3[N:12]([N:11]=[C:10]2[CH2:9]1)[CH:22]=[C:21]([CH3:29])[CH:20]=[N:16]3)=[O:7])([CH3:4])([CH3:2])[CH3:3]. Reported procedure: A mixture of 3-amino-2,6-dihydro-4H-pyrrolo[3,4-c]pyrazole-5-carboxylic acid tert-butyl ester (5 g; 22.3 mmol; 1 eq.) and 1,1,3,3-tetraethoxy-2-methylpropane (4.32 mL; 22.3 mmol; 1 eq.) in AcOH (50 mL) was stirred at 50° C. for 20 hours then diluted with water (250 mL). The precipitate was filtered off and dried to afford the title compound (3.5 g, 57%) as a pale beige solid. 1H NMR (DMSO-d6) δ 8.98-8.95 (m, 1H), 8.43 (d, J=2.1 Hz, 1H), 4.61-4.54 (m, 4H), 2.31 (s, 3H), 1.47 (s, 9H). HPLC (max pl... Reactants: ClC=1C(=CC(=C(OCC(=O)OCC)C1)OC)C1OC1 (ethyl 2-(5-chloro-2-methoxy-4-oxiranylphenoxy)acetate). Reagents/catalysts: [C].[Pd] (palladium carbon). The solvent is C(C)(=O)OCC (ethyl acetate). Conditions: time 3 hour. Yields the product ClC=1C(=CC(=C(OCC(=O)OCC)C1)OC)CCO (ethyl 2-[5-chloro-4-(2-hydroxyethyl)-2-methoxyphenoxy]acetate). Yield: 66.2%. RXN SMILES: [Cl:1][C:2]1[C:3]([CH:17]2[CH2:19][O:18]2)=[CH:4][C:5]([O:15][CH3:16])=[C:6]([CH:14]=1)[O:7][CH2:8][C:9]([O:11][CH2:12][CH3:13])=[O:10]>C(OCC)(=O)C.[C].[Pd]>[Cl:1][C:2]1[C:3]([CH2:17][CH2:19][OH:18])=[CH:4][C:5]([O:15][CH3:16])=[C:6]([CH:14]=1)[O:7][CH2:8][C:9]([O:11][CH2:12][CH3:13])=[O:10] |f:2.3|. Reported procedure: To a solution of ethyl 2-(5-chloro-2-methoxy-4-oxiranylphenoxy)acetate (129 mg) in ethyl acetate (2.5 ml) was added 10% palladium carbon (13 mg), and the mixture was stirred for 3 hours at room temperature under a hydrogen atmosphere. The catalyst was filtered off, and the filtrate was concentrated under reduced pressure. Purification of the residue by flash column chromatography on silica gel (eluent: hexane/ethyl acetate=1/1) gave ethyl 2-[5-chloro-4-(2-hydroxyethyl)-2-methoxyphenoxy]acetate (... The reactants are CCCCCCCCCCCc1cnc(-c2ccc(O)cc2)nc1, CCCCCCCCCCCc1cnc(-c2ccc(OC(=O)c3ccc(CC)o3)cc2)nc1, C1CCOC1, CCOC(=O)N=NC(=O)OCC, c1ccc(P(c2ccccc2)c2ccccc2)cc1. Yields the product CCCCCCCCCCCc1cnc(-c2ccc(OCc3ccc(CC)o3)cc2)nc1. Reaction SMILES: [CH2:32]([c:33]1[cH:34][n:35][c:36](-[c:37]2[cH:38][cH:39][c:40]([OH:41])[cH:42][cH:43]2)[n:44][cH:45]1)[CH2:46][CH2:47][CH2:48][CH2:49][CH2:50][CH2:51][CH2:52][CH2:53][CH2:54][CH3:55].[CH2:56]([CH3:57])[c:58]1[cH:59][cH:60][c:61]([C:63](=[O:64])[O:65][c:66]2[cH:67][cH:68][c:69](-[c:72]3[n:73][cH:74][c:75]([CH2:78][CH2:79][CH2:80][CH2:81][CH2:82][CH2:83][CH2:84][CH2:85][CH2:86][CH2:87][CH3:88])[cH:76][n:77]3)[cH:70][cH:71]2)[o:62]1.[CH2:89]1[O:90][CH2:91][CH2:92][CH2:93]1.[O:1]=[C:2]([O:3][CH2:4][CH3:5])[N:6]=[N:7][C:8]([O:9][CH2:10][CH3:11])=[O:12].[c:13]1([P:14]([c:15]2[cH:16][cH:17][cH:18][cH:19][cH:20]2)[c:21]2[cH:22][cH:23][cH:24][cH:25][cH:26]2)[cH:27][cH:28][cH:29][cH:30][cH:31]1>>[CH2:56]([CH3:57])[c:58]1[cH:59][cH:60][c:61]([CH2:63][O:65][c:66]2[cH:67][cH:68][c:69](-[c:72]3[n:73][cH:74][c:75]([CH2:78][CH2:79][CH2:80][CH2:81][CH2:82][CH2:83][CH2:84][CH2:85][CH2:86][CH2:87][CH3:88])[cH:76][n:77]3)[cH:70][cH:71]2)[o:62]1.